Dataset: the Open Reaction Database (ORD), a public repository of structured organic reaction records. Task: describe an organic reaction: reactants, conditions, products, and yield Reactants: C1(CC1)N (cyclopropylamine), C(C)(C)(C)OC(=O)N1[C@@H](CCCC1)CCOC1=C(C(NC2=CC(=C(C=C12)N)Cl)=O)C1=CC(=CC(=C1)C)C ((S)-2-{2-[6-amino-7-chloro-3-(3,5-dimethylphenyl)-2-oxo-1,2-dihydro-quinolin-4-yloxy]-ethyl}-piperidine-1-carboxylic acid tert-butyl ester), N1=CC=CC=C1 (pyridine), ClC(Cl)(OC(OC(Cl)(Cl)Cl)=O)Cl (triphosgene). Solvent: C(C)(=O)OCC (ethyl acetate). Run at temperature 0 celsius, time 1 hour. Product: C(C)(C)(C)OC(=O)N1[C@@H](CCCC1)CCOC1=C(C(NC2=CC(=C(C=C12)NC(=O)NC1CC1)Cl)=O)C1=CC(=CC(=C1)C)C ((S)-2-{2-[7-chloro-6-(3-cyclopropylureido)-3-(3,5-dimethylphenyl)-2-oxo-1,2-dihydro-quinolin-4-yloxy]-ethyl}-piperidine-1-carboxylic acid tert-butyl ester). As a reaction SMILES: [C:1]([O:5][C:6]([N:8]1[CH2:13][CH2:12][CH2:11][CH2:10][C@H:9]1[CH2:14][CH2:15][O:16][C:17]1[C:26]2[C:21](=[CH:22][C:23]([Cl:28])=[C:24]([NH2:27])[CH:25]=2)[NH:20][C:19](=[O:29])[C:18]=1[C:30]1[CH:35]=[C:34]([CH3:36])[CH:33]=[C:32]([CH3:37])[CH:31]=1)=[O:7])([CH3:4])([CH3:3])[CH3:2].[N:38]1[CH:43]=C[CH:41]=[CH:40][CH:39]=1.ClC(Cl)([O:47]C(=O)OC(Cl)(Cl)Cl)Cl.C1(N)CC1>C(OCC)(=O)C>[C:1]([O:5][C:6]([N:8]1[CH2:13][CH2:12][CH2:11][CH2:10][C@H:9]1[CH2:14][CH2:15][O:16][C:17]1[C:26]2[C:21](=[CH:22][C:23]([Cl:28])=[C:24]([NH:27][C:43]([NH:38][CH:39]3[CH2:41][CH2:40]3)=[O:47])[CH:25]=2)[NH:20][C:19](=[O:29])[C:18]=1[C:30]1[CH:31]=[C:32]([CH3:37])[CH:33]=[C:34]([CH3:36])[CH:35]=1)=[O:7])([CH3:2])([CH3:4])[CH3:3]. Procedure: To a solution of (S)-2-{2-[6-amino-7-chloro-3-(3,5-dimethylphenyl)-2-oxo-1,2-dihydro-quinolin-4-yloxy]-ethyl}-piperidine-1-carboxylic acid tert-butyl ester (700 mg in 13 mL dry methylene chloride) at 0° C. was added 0.33 mL pyridine followed by 158 mg triphosgene and the mixture allowed to stir at 0° C. for 1 hour. At this time 0.46 mL of cyclopropylamine was added via syringe and the reaction mixture warmed to room temperature. After 2 hours, the mixture was diluted with 200 mL ethyl acetate an... Starting materials: FC1=CC=C(COC2=CC=C(C=C2)CC(=O)O)C=C1 (2-{4-[(4-Fluorobenzyl)oxy]phenyl}acetic acid), suspension, [H-].[Na+] (Sodium hydride), N1C=NC=C1 (imidazole), C(=O)(N1C=NC=C1)N1C=NC=C1 (1,1′-carbonyldiimidazole), N1C=NC=C1 (imidazole), NC=1SSC(N1)=S (3-amino-1,2,4-dithiazole-5-thione). The solvent is O1CCCC1 (tetrahydrofuran), O (water), O1CCCC1 (tetrahydrofuran). Conditions: temperature 0 celsius, time 30 minute. Yields the product FC1=CC=C(COC2=CC=C(C=C2)CC(=O)NC2=NC(SS2)=S)C=C1 (2-{4-[(4-fluorobenzyl)oxy]phenyl}-N-(3-thioxo-3H-1,2,4-dithiazol-5-yl)acetoamide). Isolated yield 33.6%. As a reaction SMILES: [F:1][C:2]1[CH:19]=[CH:18][C:5]([CH2:6][O:7][C:8]2[CH:13]=[CH:12][C:11]([CH2:14][C:15](O)=[O:16])=[CH:10][CH:9]=2)=[CH:4][CH:3]=1.C(N1C=CN=C1)(N1C=CN=C1)=O.N1C=CN=C1.[H-].[Na+].[NH2:39][C:40]1[S:41][S:42][C:43](=[S:45])[N:44]=1>O1CCCC1.O>[F:1][C:2]1[CH:19]=[CH:18][C:5]([CH2:6][O:7][C:8]2[CH:13]=[CH:12][C:11]([CH2:14][C:15]([NH:39][C:40]3[S:41][S:42][C:43](=[S:45])[N:44]=3)=[O:16])=[CH:10][CH:9]=2)=[CH:4][CH:3]=1 |f:3.4|. Procedure details: 2-{4-[(4-Fluorobenzyl)oxy]phenyl}acetic acid (1.00 g, 3.84 mmol) was dissolved in tetrahydrofuran (10 ml), and 1,1′-carbonyldiimidazole (0.748 g, 4.61 mmol) was added thereto. The imidazole mixture was stirred for 1 hour at room temperature. Sodium hydride (60% oil suspension 0.131 g, 3.27 mmol) was suspended in tetrahydrofuran (8 ml), and 3-amino-1,2,4-dithiazole-5-thione (0.491 g, 3.27 mmol) was added thereto. After being stirred for 30 minutes at 0° C., the reaction mixture, with the imidazol... Starting materials: FC(C(=O)O)(F)F (trifluoroacetic acid), C(#N)C1CN(C1)C([C@@H](C)NC(=O)C1=CN(C2=NC=C(N=C21)C=2N=CN1C2C=CC(=C1)C)COCC[Si](C)(C)C)=O (2-(6-methyl-imidazo[1,5-a]pyridin-1-yl)-5-(2-trimethylsilanyl-ethoxymethyl)-5H-pyrrolo[2,3-b]pyrazine-7-carboxylic acid [(R)-2-(3-cyano-azetidin-1-yl)-1-methyl-2-oxo-ethyl]-amide), C(CN)N (ethylenediamine). Run in ClCCl (dichloromethane). Reaction conditions: time 2 hour. Product: C(#N)C1CN(C1)C([C@@H](C)NC(=O)C1=CNC2=NC=C(N=C21)C=2N=CN1C2C=CC(=C1)C)=O (2-(6-methyl-imidazo[1,5-a]pyridin-1-yl)-5H-pyrrolo[2,3-b]pyrazine-7-carboxylic acid [(R)-2-(3-cyano-azetidin-1-yl)-1-methyl-2-oxo-ethyl]-amide). Yield: 67.9%. As a reaction SMILES: [C:1]([CH:3]1[CH2:6][N:5]([C:7](=[O:40])[C@H:8]([NH:10][C:11]([C:13]2[C:21]3[C:16](=[N:17][CH:18]=[C:19]([C:22]4[N:23]=[CH:24][N:25]5[CH:30]=[C:29]([CH3:31])[CH:28]=[CH:27][C:26]=45)[N:20]=3)[N:15](COCC[Si](C)(C)C)[CH:14]=2)=[O:12])[CH3:9])[CH2:4]1)#[N:2].FC(F)(F)C(O)=O.C(N)CN>ClCCl>[C:1]([CH:3]1[CH2:6][N:5]([C:7](=[O:40])[C@H:8]([NH:10][C:11]([C:13]2[C:21]3[C:16](=[N:17][CH:18]=[C:19]([C:22]4[N:23]=[CH:24][N:25]5[CH:30]=[C:29]([CH3:31])[CH:28]=[CH:27][C:26]=45)[N:20]=3)[NH:15][CH:14]=2)=[O:12])[CH3:9])[CH2:4]1)#[N:2]. Reported procedure: In a round-bottomed flask, 2-(6-methyl-imidazo[1,5-a]pyridin-1-yl)-5-(2-trimethylsilanyl-ethoxymethyl)-5H-pyrrolo[2,3-b]pyrazine-7-carboxylic acid [(R)-2-(3-cyano-azetidin-1-yl)-1-methyl-2-oxo-ethyl]-amide (92 mg, 0.165 mmol) was dissolved in dichloromethane (0.8 ml) and trifluoroacetic acid (0.5 ml, 6.6 mmol) was added. The reaction mixture was stirred at room temperature for 2 h then concentrated. The residue was dissolved in dichloromethane (0.8 ml) and ethylenediamine (0.67 ml, 9.9 mmol) was...